This data is from the Open Reaction Database (ORD), a public repository of structured organic reaction records. The task is: describe an organic reaction: reactants, conditions, products, and yield Starting materials: O=C(CC(C(=O)O)CS(=O)(=O)CC1=CC=CC=C1)N1CCCC1 (4-oxo-2-benzylsulfonylmethyl-4-pyrrolidin-1-yl-butyric acid), OC(=O)C(F)(F)F.NC(C(O)C=1OC(=NN1)COC)C (2-amino-1-(5-methoxymethyl-1,3,4-oxadiazole-2-yl)-1-propanol TFA salt), C=1C=CC2=C(C1)N=NN2O (HOBt), C(CCl)Cl (EDC), CN1CCOCC1 (N-methylmorpholine). Run in C(Cl)Cl (MeCl2). Run at time 14 hour. Yields the product OC(C(CC)NC(C(CC(N1CCCC1)=O)CS(=O)(=O)CC1=CC=CC=C1)=O)C=1OC(=NN1)COC (N-{1-[Hydroxy-(5-methoxymethyl-[1,3,4]oxadiazol-2-yl)-methyl]-propyl}-4-oxo-2-benzylsulfonylmethyl-4-pyrrolidin-1-yl-butyramide). The yield is 24.7%. RXN SMILES: [O:1]=[C:2]([N:19]1[CH2:23][CH2:22][CH2:21][CH2:20]1)[CH2:3][CH:4]([CH2:8][S:9]([CH2:12][C:13]1[CH:18]=[CH:17][CH:16]=[CH:15][CH:14]=1)(=[O:11])=[O:10])[C:5]([OH:7])=O.O[C:25](C(F)(F)F)=O.[NH2:31][CH:32]([CH3:43])[CH:33]([C:35]1[O:36][C:37]([CH2:40][O:41][CH3:42])=[N:38][N:39]=1)[OH:34].C1C=CC2N(O)N=NC=2C=1.C(Cl)CCl.CN1CCOCC1>C(Cl)Cl>[OH:34][CH:33]([C:35]1[O:36][C:37]([CH2:40][O:41][CH3:42])=[N:38][N:39]=1)[CH:32]([NH:31][C:5](=[O:7])[CH:4]([CH2:8][S:9]([CH2:12][C:13]1[CH:18]=[CH:17][CH:16]=[CH:15][CH:14]=1)(=[O:11])=[O:10])[CH2:3][C:2](=[O:1])[N:19]1[CH2:23][CH2:22][CH2:21][CH2:20]1)[CH2:43][CH3:25] |f:1.2|. Procedure: To a stirred mixture of 4-oxo-2-benzylsulfonylmethyl-4-pyrrolidin-1-yl-butyric acid (220 mg, 0.65 mmol), 2-amino-1-(5-methoxymethyl-1,3,4-oxadiazole-2-yl)-1-propanol TFA salt (204 mg), prepared as in reference 15, and HOBt (119 mg, 0.78 mmol) in MeCl2 (5 ml), was added EDC (187 mg, 0.98 mmol) and N-methylmorpholine (0.35 ml) at room temperature. After stirring for 14 hours, the reaction mixture was extracted with ethyl acetate. The organic layer was washed with saturated NaHCO3, brine, dried wit... The product is FC1(CCC(CC1)NC1=NC(=NC(=C1C)C)NCC1=NC=CC=C1)F (N4-(4,4-difluorocyclohexyl)-5,6-dimethyl-N2-(pyridin-2-ylmethyl)pyrimidine-2,4-diamine). Reaction SMILES: Cl[C:2]1[C:7]([CH3:8])=[C:6]([CH3:9])[N:5]=[C:4]([NH:10][CH2:11][C:12]2[CH:17]=[CH:16][CH:15]=[CH:14][N:13]=2)[N:3]=1.Cl.[F:19][C:20]1([F:27])[CH2:25][CH2:24][CH:23]([NH2:26])[CH2:22][CH2:21]1>C(#N)C.O>[F:19][C:20]1([F:27])[CH2:25][CH2:24][CH:23]([NH:26][C:2]2[C:7]([CH3:8])=[C:6]([CH3:9])[N:5]=[C:4]([NH:10][CH2:11][C:12]3[CH:17]=[CH:16][CH:15]=[CH:14][N:13]=3)[N:3]=2)[CH2:22][CH2:21]1 |f:1.2|. Yield: 41.0%. Procedure details: A solution of 4-chloro-5,6-dimethyl-N-(pyridin-2-ylmethyl)pyrimidin-2-amine (200 mg, 0.8 mmol, Example 29, Step C) and (4,4-difluorocyclohexyl)amine hydrochloride (172 mg, 1 mmol) in acetonitrile (5 mL) was refluxed overnight. The reaction mixture was diluted with water (50 mL) and a formed precipitate was collected by filtration. The crude material was purified by HPLC (column: YMC-PACK ODS-AQ C18, 250 mm×20 mm, 10 μm; gradient: 20-50% acetonitrile in 0.02% trifluoroacetic acid/water over fifte... Reactants: ClC1=NC(=NC(=C1C)C)NCC1=NC=CC=C1 (4-chloro-5,6-dimethyl-N-(pyridin-2-ylmethyl)pyrimidin-2-amine), Cl.FC1(CCC(CC1)N)F ((4,4-difluorocyclohexyl)amine hydrochloride). Solvent: C(C)#N (acetonitrile), O (water).